From a dataset of the Open Reaction Database (ORD), a public repository of structured organic reaction records. describe an organic reaction: reactants, conditions, products, and yield Reactants: O=C1C(C=2CNC(=CC=3C2C1CCC3)OC)C (1-oxo-2-methyl-5-methoxy-1,3,4,8,9,9a-hexahydro-2H-indeno[1,7-cd]azepine), [H-].[H-].[H-].[H-].[Li+].[Al+3] (LAH), O (water), Formula 10, 10A, O (water), [OH-].[Na+] (NaOH). Solvent: C(C)OCC (diethylether). Reaction conditions: time 24 hour. The product is CC1CC2CCC=C3C2=C1CNC(=C3)OC (2-methyl-5-methoxy-1,3,4,8,9,9a-hexahydro-2H-indeno[1,7-cd]azepine). Reaction SMILES: O=[C:2]1[CH:11]2[CH2:12][CH2:13][CH:14]=[C:9]3[C:10]2=[C:4]([CH2:5][NH:6][C:7]([O:15][CH3:16])=[CH:8]3)[CH:3]1[CH3:17].[H-].[H-].[H-].[H-].[Li+].[Al+3].O.[OH-].[Na+]>C(OCC)C>[CH3:17][CH:3]1[C:4]2[CH2:5][NH:6][C:7]([O:15][CH3:16])=[CH:8][C:9]3[C:10]=2[CH:11]([CH2:12][CH2:13][CH:14]=3)[CH2:2]1 |f:1.2.3.4.5.6,8.9|. Procedure: A sample of 550 mg (2.7 mmol) of 1-oxo-2-methyl-5-methoxy-1,3,4,8,9,9a-hexahydro-2H-indeno[1,7-cd]azepine, a compound of Formula 10 prepared, for example, as described in Preparation 10A, was dissolved in 100 ml of diethylether followed by the addition of 750 mg (19 mmol) of LAH. The reaction was allowed to proceed for 24 hours at ambient temperature. The reaction mixture is treated dropwise with about 1 ml of water, 1 ml of 15% NaOH, and then 3 ml of water. Insoluble inorganic materials are rem...